Dataset: the Open Reaction Database (ORD), a public repository of structured organic reaction records. Task: describe an organic reaction: reactants, conditions, products, and yield Starting materials: CCNCC, CO, O=C1Nc2ccccc2C1=CNc1ccc(OCCCCI)cc1. Product: CCN(CC)CCCCOc1ccc(NC=C2C(=O)Nc3ccccc32)cc1. RXN SMILES: [CH2:25]([CH3:26])[NH:27][CH2:28][CH3:29].[CH3:30][OH:31].[I:1][CH2:2][CH2:3][CH2:4][CH2:5][O:6][c:7]1[cH:8][cH:9][c:10]([NH:13][CH:14]=[C:15]2[C:16](=[O:24])[NH:17][c:18]3[cH:19][cH:20][cH:21][cH:22][c:23]32)[cH:11][cH:12]1>>[CH2:2]([CH2:3][CH2:4][CH2:5][O:6][c:7]1[cH:8][cH:9][c:10]([NH:13][CH:14]=[C:15]2[C:16](=[O:24])[NH:17][c:18]3[cH:19][cH:20][cH:21][cH:22][c:23]32)[cH:11][cH:12]1)[N:27]([CH2:25][CH3:26])[CH2:28][CH3:29]. The reactants are ClC1=CC=C(C=C1)C1=C2CC(NC2=CC=C1)=O (4-(4-chloro-phenyl)-1,3-dihydro-indol-2-one), CN([C@H]1CN(CC1)C(=O)C1=C(NC(=C1)C)C=O)C (3-[(3R)-3-dimethylamino-pyrrolidine-1-carbonyl]-5-methyl-1H-pyrrole-2-carbaldehyde). The reagents and catalysts are N1CCCCC1 (piperidine). Solvent: C(C)O (ethanol). Reaction conditions: time 3 day. Yields the product ClC1=CC=C(C=C1)C1=C2C(C(NC2=CC=C1)=O)=CC=1NC(=CC1C(=O)N1C[C@@H](CC1)N(C)C)C (4-(4-chloro-phenyl)-3-[3-[(3R)-3-dimethylamino-pyrrolidine-1-carbonyl)-5-methyl-1H-pyrrol-2-ylmethylene]-1,3-dihydro-indol-2-one). As a reaction SMILES: [Cl:1][C:2]1[CH:7]=[CH:6][C:5]([C:8]2[CH:16]=[CH:15][CH:14]=[C:13]3[C:9]=2[CH2:10][C:11](=[O:17])[NH:12]3)=[CH:4][CH:3]=1.[CH3:18][N:19]([CH3:35])[C@@H:20]1[CH2:24][CH2:23][N:22]([C:25]([C:27]2[CH:31]=[C:30]([CH3:32])[NH:29][C:28]=2[CH:33]=O)=[O:26])[CH2:21]1>C(O)C.N1CCCCC1>[Cl:1][C:2]1[CH:3]=[CH:4][C:5]([C:8]2[CH:16]=[CH:15][CH:14]=[C:13]3[C:9]=2[C:10](=[CH:33][C:28]2[NH:29][C:30]([CH3:32])=[CH:31][C:27]=2[C:25]([N:22]2[CH2:23][CH2:24][C@@H:20]([N:19]([CH3:18])[CH3:35])[CH2:21]2)=[O:26])[C:11](=[O:17])[NH:12]3)=[CH:6][CH:7]=1. Reported procedure: To a solution of 4-(4-chloro-phenyl)-1,3-dihydro-indol-2-one (60.9 mg, 0.25 mmol) and 3-[(3R)-3-dimethylamino-pyrrolidine-1-carbonyl]-5-methyl-1H-pyrrole-2-carbaldehyde (64.8 mg, 0.26 mmol) in ethanol (2 mL) was added piperidine (3 drops). The reaction mixture was stirred at room temperature for three days. A yellow solid product was precipitated out, filtered, washed by ethanol for three times, and dried under high vacuum to provide pure product 4-(4-chloro-phenyl)-3-[3-[(3R)-3-dimethylamino-py...